This data is from the Open Reaction Database (ORD), a public repository of structured organic reaction records. The task is: describe an organic reaction: reactants, conditions, products, and yield Product: CCOC(=O)C1(N=Cc2ccccc2)CC1. RXN SMILES: [Br:17][CH2:18][CH2:19][Br:20].[CH2:3]([CH3:4])[O:5][C:6]([CH2:7][N:8]=[CH:9][c:10]1[cH:11][cH:12][cH:13][cH:14][cH:15]1)=[O:16].[CH3:21][CH2:22][O:23][CH2:24][CH3:25].[CH3:26][S:27]([CH3:28])=[O:29].[H-:1].[Na+:2]>>[CH2:3]([CH3:4])[O:5][C:6]([C:7]1([N:8]=[CH:9][c:10]2[cH:11][cH:12][cH:13][cH:14][cH:15]2)[CH2:18][CH2:19]1)=[O:16]. The reactants are BrCCBr, CCOC(=O)CN=Cc1ccccc1, CCOCC, CS(C)=O, [H-], [Na+]. Reported procedure: Following a procedure analogous to the procedure described in Example 1 using 2-aminoethyl-methyl-sulfone (923 mg, 7.49 mmol) and N-{3-[5-(2-chloro-4-pyrimidinyl)-2-(1-pyrrolidinyl)-1,3-thiazol-4-yl]phenyl}-2,6-difluorobenzenesulfonamide (400 mg, 0.749 mmol) the title compound was obtained as a white solid (27 mg, 4% yield). 1H NMR (400 MHz, DMSO-d6) δ ppm 10.87-11.12 (m, 1H) 7.75 (d, J=5.4 Hz, 1H) 7.55-7.72 (m, 1H) 7.24-7.38 (m, 1H) 7.10-7.25 (m, 4H) 7.08 (d, J=7.8 Hz, 1H) 5.57-5.85 (m, 1H) 3.5... Reaction SMILES: [NH2:1][CH2:2][CH2:3][S:4]([CH3:7])(=[O:6])=[O:5].Cl[C:9]1[N:14]=[C:13]([C:15]2[S:19][C:18]([N:20]3[CH2:24][CH2:23][CH2:22][CH2:21]3)=[N:17][C:16]=2[C:25]2[CH:26]=[C:27]([NH:31][S:32]([C:35]3[C:40]([F:41])=[CH:39][CH:38]=[CH:37][C:36]=3[F:42])(=[O:34])=[O:33])[CH:28]=[CH:29][CH:30]=2)[CH:12]=[CH:11][N:10]=1>>[F:42][C:36]1[CH:37]=[CH:38][CH:39]=[C:40]([F:41])[C:35]=1[S:32]([NH:31][C:27]1[CH:28]=[CH:29][CH:30]=[C:25]([C:16]2[N:17]=[C:18]([N:20]3[CH2:21][CH2:22][CH2:23][CH2:24]3)[S:19][C:15]=2[C:13]2[CH:12]=[CH:11][N:10]=[C:9]([NH:1][CH2:2][CH2:3][S:4]([CH3:7])(=[O:6])=[O:5])[N:14]=2)[CH:26]=1)(=[O:34])=[O:33]. Product: FC1=C(C(=CC=C1)F)S(=O)(=O)NC1=CC(=CC=C1)C=1N=C(SC1C1=NC(=NC=C1)NCCS(=O)(=O)C)N1CCCC1 (2,6-Difluoro-N-{3-[5-(2-{[2-(methylsulfonyl)ethyl]amino}-4-pyrimidinyl)-2-(1-pyrrolidinyl)-1,3-thiazol-4-yl]phenyl}benzenesulfonamide). The reactants are NCCS(=O)(=O)C (2-aminoethyl-methyl-sulfone), ClC1=NC=CC(=N1)C1=C(N=C(S1)N1CCCC1)C=1C=C(C=CC1)NS(=O)(=O)C1=C(C=CC=C1F)F (N-{3-[5-(2-chloro-4-pyrimidinyl)-2-(1-pyrrolidinyl)-1,3-thiazol-4-yl]phenyl}-2,6-difluorobenzenesulfonamide). Starting materials: CN(C1CN(CC1)C=1OC2=C(N1)C=C(C=C2)[N+](=O)[O-])C (dimethyl-[1-(5-nitro-benzooxazol-2-yl)-pyrrolidin-3-yl]-amine). Solvent: C(C)(=O)O (acetic acid), O (water). The product is CN(C1CN(CC1)C=1OC2=C(N1)C=C(C=C2)N)C (2-(3-Dimethylamino-pyrrolidin-1-yl)-benzooxazol-5-ylamine). Yield: 86.2%. RXN SMILES: [CH3:1][N:2]([CH3:20])[CH:3]1[CH2:7][CH2:6][N:5]([C:8]2[O:9][C:10]3[CH:16]=[CH:15][C:14]([N+:17]([O-])=O)=[CH:13][C:11]=3[N:12]=2)[CH2:4]1>C(O)(=O)C.O>[CH3:1][N:2]([CH3:20])[CH:3]1[CH2:7][CH2:6][N:5]([C:8]2[O:9][C:10]3[CH:16]=[CH:15][C:14]([NH2:17])=[CH:13][C:11]=3[N:12]=2)[CH2:4]1. Procedure details: Combine dimethyl-[1-(5-nitro-benzooxazol-2-yl)-pyrrolidin-3-yl]-amine (1.00 g, 3.62 mmol) and Fe0 (1.98 g, 35.4 mmol) in acetic acid (20 mL) and stir at 40° C. for 2 h. Dilute with water (50 mL) and filter through Celite®. Wash with copious amounts of water and MeOH. Make the filtrate alkaline with 5 N NaOH and extract twice with CH2Cl2 (2×). Concentrate in vacuo to afford the title compound (769 mg, 86%). 1H NMR (400 MHz, CDCl3): δ 7.00 (d, 1H, J=8.4 Hz), 6.70 (d, 1H, J=2.2 Hz), 6.32 (dd, 1H, J... Starting materials: COCC(=O)Cl, Cl, COc1cc(OCC2CC2)c(-c2ncnc3c(C(=O)NC4CCNCC4)c[nH]c23)cc1F. Yields the product COCC(=O)N1CCC(NC(=O)c2c[nH]c3c(-c4cc(F)c(OC)cc4OCC4CC4)ncnc23)CC1. RXN SMILES: [CH3:34][O:35][CH2:36][C:37](=[O:38])[Cl:39].[ClH:1].[NH:2]1[CH2:3][CH2:4][CH:5]([NH:8][C:9](=[O:10])[c:11]2[cH:12][nH:13][c:14]3[c:15]2[n:16][cH:17][n:18][c:19]3-[c:20]2[c:21]([O:29][CH2:30][CH:31]3[CH2:32][CH2:33]3)[cH:22][c:23]([O:27][CH3:28])[c:24]([F:26])[cH:25]2)[CH2:6][CH2:7]1>>[N:2]1([C:37]([CH2:36][O:35][CH3:34])=[O:38])[CH2:3][CH2:4][CH:5]([NH:8][C:9](=[O:10])[c:11]2[cH:12][nH:13][c:14]3[c:15]2[n:16][cH:17][n:18][c:19]3-[c:20]2[c:21]([O:29][CH2:30][CH:31]3[CH2:32][CH2:33]3)[cH:22][c:23]([O:27][CH3:28])[c:24]([F:26])[cH:25]2)[CH2:6][CH2:7]1. As a reaction SMILES: [O:1]1[CH2:15][CH2:14][NH:13][CH2:12][CH2:11][O:10][CH2:9][CH2:8][NH:7][CH2:6][CH2:5][O:4][CH2:3][CH2:2]1.[C:16](Cl)(=[O:21])[C:17]([CH3:20])([CH3:19])[CH3:18]>>[C:17]([C:16]([N:13]1[CH2:12][CH2:11][O:10][CH2:9][CH2:8][N:7]([C:16]([C:17]([CH3:20])([CH3:19])[CH3:18])=[O:21])[CH2:6][CH2:5][O:4][CH2:3][CH2:2][O:1][CH2:15][CH2:14]1)=[O:21])([CH3:20])([CH3:19])[CH3:18]. The product is C(C)(C)(C)C(=O)N1CCOCCOCCN(CCOCC1)C(=O)C(C)(C)C (7,13-Bis(tert.-butylcarbonyl)-1,4,10-trioxa-7,13-diazacyclopentadecane). Procedure: Analogously to Example 2 from 1,4,10-trioxa-7,13-diazacyclopentadecane and pivalyl chloride. Reactants: O1CCOCCNCCOCCNCC1 (1,4,10-trioxa-7,13-diazacyclopentadecane), C(C(C)(C)C)(=O)Cl (pivalyl chloride). Reactants: NC1=C2N=CN(C2=NC(=N1)NCC1=CC=CC=C1)CC1=CC=CC=C1 (6-Amino-9-benzyl-2-(N-benzylamino)purine), BrBr (bromine), S(=S)(=O)([O-])[O-].[Na+].[Na+] (sodium thiosulfate). The solvent is C(Cl)Cl (methylene chloride). Reaction conditions: time 1 hour. Product: NC1=C2N=C(N(C2=NC(=N1)NCC1=CC=CC=C1)CC1=CC=CC=C1)Br (6-Amino-9-benzyl-2-(N-benzylamino)-8-bromopurine). Yield: 50.0%. Reaction SMILES: [NH2:1][C:2]1[N:10]=[C:9]([NH:11][CH2:12][C:13]2[CH:18]=[CH:17][CH:16]=[CH:15][CH:14]=2)[N:8]=[C:7]2[C:3]=1[N:4]=[CH:5][N:6]2[CH2:19][C:20]1[CH:25]=[CH:24][CH:23]=[CH:22][CH:21]=1.[Br:26]Br.S([O-])([O-])(=O)=S.[Na+].[Na+]>C(Cl)Cl>[NH2:1][C:2]1[N:10]=[C:9]([NH:11][CH2:12][C:13]2[CH:18]=[CH:17][CH:16]=[CH:15][CH:14]=2)[N:8]=[C:7]2[C:3]=1[N:4]=[C:5]([Br:26])[N:6]2[CH2:19][C:20]1[CH:25]=[CH:24][CH:23]=[CH:22][CH:21]=1 |f:2.3.4|. Reported procedure: 6-Amino-9-benzyl-2-(N-benzylamino)purine (60 mg, 0.18 mmol) and bromine (0.5 ml) were dissolved in 50 ml of methylene chloride and the solution was stirred at room temperature for 1 hour. Aqueous sodium thiosulfate was added to the reaction mixture. The organic layer was separated, dried on sodium sulfate and filtered. The solvent in the filtrate was evaporated in vacuo. The residue was purified with silica gel chromatography (1% methanol/chloroform) to give the subject compound (37 mg, yield 50... Starting materials: C1CCOC1, [Li]CCCC, CCC(C)(C)C(=O)OC, COP(C)(=O)OC, CC(=O)O, O. The product is CCC(C)(C)C(=O)CP(=O)(OC)OC. As a reaction SMILES: [CH2:26]1[O:27][CH2:28][CH2:29][CH2:30]1.[CH2:8]([Li:9])[CH2:10][CH2:11][CH3:12].[CH3:13][O:14][C:15]([C:16]([CH2:17][CH3:18])([CH3:19])[CH3:20])=[O:21].[CH3:1][P:2]([O:3][CH3:4])([O:5][CH3:6])=[O:7].[CH3:22][C:23](=[O:24])[OH:25].[OH2:31]>>[CH2:1]([P:2]([O:3][CH3:4])([O:5][CH3:6])=[O:7])[C:15](=[O:14])[C:16]([CH2:17][CH3:18])([CH3:19])[CH3:20].